Dataset: the Open Reaction Database (ORD), a public repository of structured organic reaction records. Task: describe an organic reaction: reactants, conditions, products, and yield Starting materials: C([O-])(O)=O.[Na+] (sodium bicarbonate), solution, Br[Mg]C1=CC=C(C=C1)C(C)(C)C (bromo(4-tert-butylphenyl)magnesium), FC1=CC=C(C=C1)C1=C2C(CC(OC2=CC(=C1C=O)C(C)C)(C)C)=O (5-(4-Fluorophenyl)-7-isopropyl-2,2-dimethyl-4-oxochroman-6-carbaldehyde). Run in O1CCCC1 (tetrahydrofuran), O1CCCC1 (tetrahydrofuran). Run at time 45 minute. Product: C(C)(C)(C)C1=CC=C(C=C1)C(C=1C(=C2C(CC(OC2=CC1C(C)C)(C)C)=O)C1=CC=C(C=C1)F)O (rac-6-[(4-tert-Butylphenyl)(hydroxy)methyl]-5-(4-fluorophenyl)-7-isopropyl-2,2-dimethyl-2,3-dihydro-4H-chromen-4-one). RXN SMILES: Br[Mg][C:3]1[CH:8]=[CH:7][C:6]([C:9]([CH3:12])([CH3:11])[CH3:10])=[CH:5][CH:4]=1.[F:13][C:14]1[CH:19]=[CH:18][C:17]([C:20]2[C:29]([CH:30]=[O:31])=[C:28]([CH:32]([CH3:34])[CH3:33])[CH:27]=[C:26]3[C:21]=2[C:22](=[O:37])[CH2:23][C:24]([CH3:36])([CH3:35])[O:25]3)=[CH:16][CH:15]=1.C(=O)(O)[O-].[Na+]>O1CCCC1>[C:9]([C:6]1[CH:7]=[CH:8][C:3]([CH:30]([OH:31])[C:29]2[C:20]([C:17]3[CH:16]=[CH:15][C:14]([F:13])=[CH:19][CH:18]=3)=[C:21]3[C:26](=[CH:27][C:28]=2[CH:32]([CH3:34])[CH3:33])[O:25][C:24]([CH3:35])([CH3:36])[CH2:23][C:22]3=[O:37])=[CH:4][CH:5]=1)([CH3:12])([CH3:11])[CH3:10] |f:2.3|. Procedure details: At −78° C., 2.12 ml (1.06 mmol) of a freshly prepared 0.5 M solution of bromo(4-tert-butylphenyl)magnesium in tetrahydrofuran are slowly added dropwise to a solution of 300 mg (880 μmol) of 5-(4-fluorophenyl)-7-isopropyl-2,2-dimethyl-4-oxochroman-6-carbaldehyde (Example 20A) in 7 ml of tetrahydrofuran. The mixture is then allowed to thaw slowly to −20° C. and stirred at this temperature for 45 min. 10% strength sodium bicarbonate solution is then added, the mixture is extracted three times with ... Reactants: [Br-], COC(=O)CC(C)=O, Cc1ccccc1SC(C)CC=O, CCCC[N+](CCCC)(CCCC)CCCC, Cc1ccccc1, O=C[O-], Cl, [Na+], [Na+], [OH-], O. Product: CC(=O)CC(O)CC(C)Sc1ccccc1C. As a reaction SMILES: [Br-:30].[C:1]([CH2:2][C:3](=[O:4])[CH3:5])([O:6][CH3:7])=[O:8].[CH3:16][c:17]1[c:18]([S:23][CH:24]([CH2:25][CH:26]=[O:27])[CH3:28])[cH:19][cH:20][cH:21][cH:22]1.[CH3:31][CH2:32][CH2:33][CH2:34][N+:35]([CH2:36][CH2:37][CH2:38][CH3:39])([CH2:40][CH2:41][CH2:42][CH3:43])[CH2:44][CH2:45][CH2:46][CH3:47].[CH3:48][c:49]1[cH:50][cH:51][cH:52][cH:53][cH:54]1.[CH:12]([O-:13])=[O:14].[ClH:11].[Na+:10].[Na+:15].[OH-:9].[OH2:29]>>[CH2:2]([C:3](=[O:4])[CH3:5])[CH:26]([CH2:25][CH:24]([S:23][c:18]1[c:17]([CH3:16])[cH:22][cH:21][cH:20][cH:19]1)[CH3:28])[OH:27]. Starting materials: COC(=O)c1ccc([N+](=O)[O-])c(C(=O)O)c1, Cl, COC(=O)C1CCNCC1. Product: COC(=O)c1ccc([N+](=O)[O-])c(C(=O)N2CCC(C(=O)OC)CC2)c1. As a reaction SMILES: [CH3:1][O:2][C:3](=[O:4])[c:5]1[cH:6][cH:7][c:8]([N+:14](=[O:15])[O-:16])[c:9]([C:10](=[O:11])[OH:12])[cH:13]1.[ClH:17].[NH:18]1[CH2:19][CH2:20][CH:21]([C:24](=[O:25])[O:26][CH3:27])[CH2:22][CH2:23]1>>[CH3:1][O:2][C:3](=[O:4])[c:5]1[cH:6][cH:7][c:8]([N+:14](=[O:15])[O-:16])[c:9]([C:10](=[O:12])[N:18]2[CH2:19][CH2:20][CH:21]([C:24](=[O:25])[O:26][CH3:27])[CH2:22][CH2:23]2)[cH:13]1.